The task is: describe an organic reaction: reactants, conditions, products, and yield. This data is from the Open Reaction Database (ORD), a public repository of structured organic reaction records. Starting materials: CCCCOC(C)Oc1ccc(-c2ccc3c(c2)C=C(C(=O)OC)CCN3Cc2ccccc2OC)cc1, CO, Cl, [Na+], C1CCOC1, [OH-], O. The product is CCCCOC(C)Oc1ccc(-c2ccc3c(c2)C=C(C(=O)O)CCN3Cc2ccccc2OC)cc1. As a reaction SMILES: [CH2:1]([CH2:2][CH2:3][CH3:4])[O:5][CH:6]([CH3:7])[O:8][c:9]1[cH:10][cH:11][c:12](-[c:15]2[cH:16][cH:17][c:18]3[c:19]([cH:38]2)[CH:20]=[C:21]([C:34](=[O:35])[O:36][CH3:37])[CH2:22][CH2:23][N:24]3[CH2:25][c:26]2[c:27]([O:32][CH3:33])[cH:28][cH:29][cH:30][cH:31]2)[cH:13][cH:14]1.[CH3:48][OH:49].[ClH:42].[Na+:40].[O:43]1[CH2:44][CH2:45][CH2:46][CH2:47]1.[OH-:39].[OH2:41]>>[CH2:1]([CH2:2][CH2:3][CH3:4])[O:5][CH:6]([CH3:7])[O:8][c:9]1[cH:10][cH:11][c:12](-[c:15]2[cH:16][cH:17][c:18]3[c:19]([cH:38]2)[CH:20]=[C:21]([C:34](=[O:35])[OH:36])[CH2:22][CH2:23][N:24]3[CH2:25][c:26]2[c:27]([O:32][CH3:33])[cH:28][cH:29][cH:30][cH:31]2)[cH:13][cH:14]1.